From a dataset of the Open Reaction Database (ORD), a public repository of structured organic reaction records. describe an organic reaction: reactants, conditions, products, and yield Starting materials: OCCOC(C)N1CCNCC1 (1-(2-hydroxyethoxy)ethylpiperazine), [I-].[K+] (potassium iodide), Cl (hydrochloric acid), ClC1=NC2=C(SC3=C1C=CC=C3)C=CC=C2 (11-chlorodibenzo[b,f][1,4]-thiazepine), C(CCC)O (n-butanol), C([O-])([O-])=O.[K+].[K+] (potassium carbonate), oil. RXN SMILES: Cl[C:2]1[C:8]2[CH:9]=[CH:10][CH:11]=[CH:12][C:7]=2[S:6][C:5]2[CH:13]=[CH:14][CH:15]=[CH:16][C:4]=2[N:3]=1.[OH:17]CCO[CH:21]([N:23]1[CH2:28][CH2:27][NH:26][CH2:25][CH2:24]1)[CH3:22].[C:29](=[O:32])([O-:31])[O-].[K+].[K+].[I-].[K+].Cl.[CH2:38]([OH:42])[CH2:39][CH2:40]C>C(O)C.C1(C)C=CC=CC=1>[CH:10]1[CH:11]=[CH:12][C:7]2[S:6][C:5]3[CH:13]=[CH:14][CH:15]=[CH:16][C:4]=3[N:3]=[C:2]([N:26]3[CH2:25][CH2:24][N:23]([CH2:21][CH2:22][O:42][CH2:38][CH2:29][OH:32])[CH2:28][CH2:27]3)[C:8]=2[CH:9]=1.[CH:39](/[C:38]([OH:42])=[O:17])=[CH:40]\[C:29]([OH:31])=[O:32] |f:2.3.4,5.6,11.12|. Solvent: C(C)O (ethanol), C1(=CC=CC=C1)C (toluene). The product is C=1C=CC2=C(C1)C(=NC=3C=CC=CC3S2)N4CCN(CC4)CCOCCO.C(=C/C(=O)O)\C(=O)O (quetiapine fumarate). Procedure details: A 2 liter round bottom flask equipped with stirring rod, thermo pocket, reflux condenser and nitrogen inlet was charged with 50 gm (0.2 moles) of 11-chlorodibenzo[b,f][1,4]-thiazepine and 500 cc n-butanol and the mixture was stirred for 15 min. at room temperature. The resulting solution was combined with 39 gm (0.22 mole) of 1-(2-hydroxyethoxy)ethylpiperazine, 56.2 gm (0.40 mole) of potassium carbonate and 16.89 gm (0.10 mole) of potassium iodide. The reaction mixture was heated at gentle reflu... Product: C(N)(=N)C=1C=CC(=C(C1)NCC(=O)O)CNC(C1=CC(=CC=C1)C(F)(F)F)=O (2-(5-Carbamimidoyl-2-((3-(trifluoromethyl)benzamido)methyl)phenylamino)acetic acid). Procedure: Compound 58d was reacted with 3-trifluoromethylbenzoic acid and subsequently hydrogenated according to the procedure described in Example 58, to give Example 63. ESI-MS m/e 395.4 (M+1). Reaction SMILES: Cl.[NH2:2][CH2:3][C:4]1[CH:9]=[CH:8][C:7]([C:10]2[N:14]=C(C)O[N:11]=2)=[CH:6][C:5]=1[NH:16][CH2:17][C:18]([O:20]CC1C=CC=CC=1)=[O:19].[F:28][C:29]([F:40])([F:39])[C:30]1[CH:31]=[C:32]([CH:36]=[CH:37][CH:38]=1)[C:33](O)=[O:34]>>[C:10]([C:7]1[CH:8]=[CH:9][C:4]([CH2:3][NH:2][C:33](=[O:34])[C:32]2[CH:36]=[CH:37][CH:38]=[C:30]([C:29]([F:28])([F:39])[F:40])[CH:31]=2)=[C:5]([NH:16][CH2:17][C:18]([OH:20])=[O:19])[CH:6]=1)(=[NH:11])[NH2:14] |f:0.1|. The reactants are Cl.NCC1=C(C=C(C=C1)C1=NOC(=N1)C)NCC(=O)OCC1=CC=CC=C1 (Benzyl 2-(2-(aminomethyl)-5-(5-methyl-1,2,4-oxadiazol-3-yl)phenylamino)acetate hydrochloride), FC(C=1C=C(C(=O)O)C=CC1)(F)F (3-trifluoromethylbenzoic acid). The reactants are intermediate 5, C(C)OC(=O)C=1N=C2N(C(C1O)=O)CC(N2)=O (6-hydroxy-2,5-dioxo-1,2,3,5-tetrahydro-imidazo[1,2-a]pyrimidine-7-carboxylic acid ethyl ester), FC1=CC=C(CN)C=C1 (4-fluorobenzylamine). Solvent: C(C)O (ethyl alcohol), CN(C=O)C (N,N-dimethylformamide). The product is FC1=CC=C(CNC(=O)C=2N=C3N(C(C2O)=O)CC(N3)=O)C=C1 (6-Hydroxy-2,5-dioxo-1,2,3,5-tetrahydro-imidazo[1,2-a]pyrimidine-7-carboxylic acid 4-fluoro-benzylamide). Isolated yield 34.4%. Reaction SMILES: C(O[C:4]([C:6]1[N:7]=[C:8]2[NH:16][C:15](=[O:17])[CH2:14][N:9]2[C:10](=[O:13])[C:11]=1[OH:12])=[O:5])C.[F:18][C:19]1[CH:26]=[CH:25][C:22]([CH2:23][NH2:24])=[CH:21][CH:20]=1>C(O)C.CN(C)C=O>[F:18][C:19]1[CH:26]=[CH:25][C:22]([CH2:23][NH:24][C:4]([C:6]2[N:7]=[C:8]3[NH:16][C:15](=[O:17])[CH2:14][N:9]3[C:10](=[O:13])[C:11]=2[OH:12])=[O:5])=[CH:21][CH:20]=1. Procedure: A mixture of intermediate 5, 6-hydroxy-2,5-dioxo-1,2,3,5-tetrahydro-imidazo[1,2-a]pyrimidine-7-carboxylic acid ethyl ester, (0.035 g, 0.146 mmol) and 4-fluorobenzylamine (0.11 g, 0.88 mmol) in anhydrous ethyl alcohol (5 ml) and N,N-dimethylformamide (2 ml) was heated under reflux for 18 h. The solvent was then evaporated in vacuo and the residue was partitioned between ethyl acetate and 0.1 N hydrochloric acid. The organic phase was washed with water and brine then dried over anhydrous sodium su... Reactants: O=C([O-])[O-], CC(C)=O, BrC1CCCC1, [K+], [K+], O=[N+]([O-])c1ccccc1O. Product: O=[N+]([O-])c1ccccc1OC1CCCC1. Reaction SMILES: [C:17](=[O:18])([O-:19])[O-:20].[CH3:23][C:24](=[O:25])[CH3:26].[CH:11]1([Br:16])[CH2:12][CH2:13][CH2:14][CH2:15]1.[K+:21].[K+:22].[OH:1][c:2]1[cH:3][cH:4][cH:5][cH:6][c:7]1[N+:8]([O-:9])=[O:10]>>[O:1]([c:2]1[cH:3][cH:4][cH:5][cH:6][c:7]1[N+:8]([O-:9])=[O:10])[CH:11]1[CH2:12][CH2:13][CH2:14][CH2:15]1. Starting materials: [BH4-], CO, CCOC(=O)c1cc(Cl)cc(C)n1, [Na+]. Product: Cc1cc(Cl)cc(CO)n1. As a reaction SMILES: [BH4-:14].[CH3:16][OH:17].[Cl:1][c:2]1[cH:3][c:4]([C:9](=[O:10])[O:11][CH2:12][CH3:13])[n:5][c:6]([CH3:8])[cH:7]1.[Na+:15]>>[Cl:1][c:2]1[cH:3][c:4]([CH2:9][OH:10])[n:5][c:6]([CH3:8])[cH:7]1. Reactants: Cc1ccccc1, O=C(O)c1cc2cc(C(F)(F)F)cnc2n1Cc1cccc(F)c1, N, O=S(Cl)Cl. Yields the product NC(=O)c1cc2cc(C(F)(F)F)cnc2n1Cc1cccc(F)c1. RXN SMILES: [CH3:30][c:31]1[cH:32][cH:33][cH:34][cH:35][cH:36]1.[F:1][C:2]([c:3]1[cH:4][c:5]2[c:6]([n:7][cH:8]1)[n:9]([CH2:15][c:16]1[cH:17][c:18]([F:22])[cH:19][cH:20][cH:21]1)[c:10]([C:12](=[O:13])[OH:14])[cH:11]2)([F:23])[F:24].[NH3:29].[S:25]([Cl:26])([Cl:27])=[O:28]>>[F:1][C:2]([c:3]1[cH:4][c:5]2[c:6]([n:7][cH:8]1)[n:9]([CH2:15][c:16]1[cH:17][c:18]([F:22])[cH:19][cH:20][cH:21]1)[c:10]([C:12](=[O:13])[NH2:29])[cH:11]2)([F:23])[F:24].